This data is from the Open Reaction Database (ORD), a public repository of structured organic reaction records. The task is: describe an organic reaction: reactants, conditions, products, and yield Starting materials: NC1=C2C(=CN=C(C2=CC=C1)OCC)C(=O)O (5-amino-4-carboxy-1-ethoxyisoquinoline), COC1OC(CC1)OC (2,5-dimethoxytetrahydrofuran), O (water). The solvent is C(C)(=O)O (acetic acid). Conditions: temperature 20 celsius. The product is C(C)OC1=NC=C2C=3C(=CC=CC13)N1C=CC=C1C2=O (4-ethoxy-7-oxo-7H-indolizino[7,6,5-de]isoquinoline). As a reaction SMILES: [NH2:1][C:2]1[CH:11]=[CH:10][CH:9]=[C:8]2[C:3]=1[C:4]([C:15]([OH:17])=O)=[CH:5][N:6]=[C:7]2[O:12][CH2:13][CH3:14].CO[CH:20]1[CH2:24][CH2:23][CH:22](OC)O1.O>C(O)(=O)C>[CH2:13]([O:12][C:7]1[C:8]2[CH:9]=[CH:10][CH:11]=[C:2]3[N:1]4[C:20]([C:15](=[O:17])[C:4]([C:3]=23)=[CH:5][N:6]=1)=[CH:24][CH:23]=[CH:22]4)[CH3:14]. Procedure: A solution of 5-amino-4-carboxy-1-ethoxyisoquinoline (50.8 g) and 2,5-dimethoxytetrahydrofuran (32 cc) in acetic acid (250 cc) is kept at a temperature between 90° and 95° C. for 35 minutes, whilst stirring. The solution is cooled to about 20° C. and then poured into water (1250 cc). The yellow crystals which precipitate are filtered off and washed with water (5 × 50 cc). After drying under reduced pressure (1 mm Hg) at 20° C., crude 4-ethoxy-7-oxo-7H-indolizino[7,6,5-de]isoquinoline (52.7 g) is... Starting materials: C(C)OC(=O)C1=C(N=C(S1)C)OS(=O)(=O)C1=CC=C(C=C1)C (2-methyl-4-(toluene-4-sulfonyloxy)-thiazole-5-carboxylic acid ethyl ester), C(C1=CC=CC=C1)N (benzylamine). Run in O1CCOCC1 (1,4-dioxane). Reaction conditions: temperature 120 celsius. The product is C(C)OC(=O)C1=C(N=C(S1)C)NCC1=CC=CC=C1 (4-Benzylamino-2-methyl-thiazole-5-carboxylic acid ethyl ester). Yield: 49.4%. RXN SMILES: [CH2:1]([O:3][C:4]([C:6]1[S:10][C:9]([CH3:11])=[N:8][C:7]=1OS(C1C=CC(C)=CC=1)(=O)=O)=[O:5])[CH3:2].[CH2:23]([NH2:30])[C:24]1[CH:29]=[CH:28][CH:27]=[CH:26][CH:25]=1>O1CCOCC1>[CH2:1]([O:3][C:4]([C:6]1[S:10][C:9]([CH3:11])=[N:8][C:7]=1[NH:30][CH2:23][C:24]1[CH:29]=[CH:28][CH:27]=[CH:26][CH:25]=1)=[O:5])[CH3:2]. Reported procedure: To a solution of 2-methyl-4-(toluene-4-sulfonyloxy)-thiazole-5-carboxylic acid ethyl ester (2.0 g, 5.865 mmol) in 1,4-dioxane (50 mL) was added benzylamine (1.92 mL, 17.6 mmol) and the mixture was heated at 120° C. for 6 h. The reaction mixture was cooled to RT and partitioned between EtOAc and an aqueous solution of HCl (1 M). The organic layer was isolated, washed with brine, then dried (MgSO4) and concentrated in vacuo. The resultant residue was purified by column chromatography to give the t... As a reaction SMILES: [Br:1][C:2]1[CH:7]=[CH:6][C:5](F)=[CH:4][N:3]=1.[OH:9][C:10]1[CH:11]=[C:12]([CH:18]=[CH:19][CH:20]=1)[C:13]([O:15]CC)=[O:14]>>[Br:1][C:2]1[N:3]=[CH:4][C:5]([O:9][C:10]2[CH:11]=[C:12]([CH:18]=[CH:19][CH:20]=2)[C:13]([OH:15])=[O:14])=[CH:6][CH:7]=1. Reactants: BrC1=NC=C(C=C1)F (2-bromo-5-fluoropyridine), OC=1C=C(C(=O)OCC)C=CC1 (ethyl 3-hydroxybenzoate). The product is BrC1=CC=C(C=N1)OC=1C=C(C(=O)O)C=CC1 (3-(6-Bromo-pyridin-3-yloxy)-benzoic acid). Reported procedure: Prepared from 2-bromo-5-fluoropyridine and ethyl 3-hydroxybenzoate. 1H NMR (400 MHz, DMSO-d6) δ 13.12 (br. s., 1 H), 8.28 (d, 1 H), 7.78 (d, 1 H), 7.69 (d, 1 H), 7.56 (t, 1 H), 7.48-7.54 (m, 2 H), 7.39 (dd, 1 H)